Dataset: the Open Reaction Database (ORD), a public repository of structured organic reaction records. Task: describe an organic reaction: reactants, conditions, products, and yield Yields the product CC(CCC1(CC=CC(O1)=O)C1=CC=CC=C1)C (5,6-Dihydro-6-(3-methylbutyl)-6-phenyl-2H-pyran-2-one). RXN SMILES: [C:1](OC)(=[O:6])[CH2:2][C:3]([CH3:5])=O.[H-].[Na+].C([Li])CCC.[C:16]([C:23]1[CH:28]=[CH:27][CH:26]=[CH:25][CH:24]=1)(=[O:22])[CH2:17][CH2:18][CH:19]([CH3:21])[CH3:20]>CCCCCC.O1CCCC1>[CH3:20][CH:19]([CH3:21])[CH2:18][CH2:17][C:16]1([C:23]2[CH:24]=[CH:25][CH:26]=[CH:27][CH:28]=2)[O:22][C:1](=[O:6])[CH:2]=[CH:3][CH2:5]1 |f:1.2|. Starting materials: C(CC(=O)C)(=O)OC (methyl acetoacetate), C(CCC(C)C)(=O)C1=CC=CC=C1 (isohexanophenone), [H-].[Na+] (NaH), C(CCC)[Li] (n-butyl lithium). Procedure: The title compound was prepared as described in General Method 1 using 25 mmol of methyl acetoacetate, 27.5 mmol of NaH 60% dispersion in oil, 26.25 mmol of 1.6M n-butyl lithium in hexane, 25 mmol of isohexanophenone and 70 mL of tetrahydrofuran. Upon concentrating the reaction a solid precipitated out which was triturated with ether and filtered (m.p. 134°-136° C.). 1H NMR (CDCl3) δ 0.83 (dd, 6 H), 1.1-1.3 (m, 2 H), 1.4-1.6 (m, 1 H), 1.9-2.1 (m, 2 H), 2.90 (d, 1 H), 2.92 (d, 1 H), 3.25 (d, 1 H)... Solvent: CCCCCC (hexane), O1CCCC1 (tetrahydrofuran). The reactants are CCCCCCCCN=C=O, Cc1ccccc1, c1ccc(NCCCCCSc2nc(-c3ccccc3)c(-c3ccccc3)[nH]2)cc1. Reaction SMILES: [CH2:31]([CH2:32][CH2:33][CH2:34][CH2:35][CH2:36][CH2:37][CH3:38])[N:39]=[C:40]=[O:41].[CH3:42][c:43]1[cH:44][cH:45][cH:46][cH:47][cH:48]1.[c:1]1(-[c:7]2[n:8][c:9]([S:18][CH2:19][CH2:20][CH2:21][CH2:22][CH2:23][NH:24][c:25]3[cH:26][cH:27][cH:28][cH:29][cH:30]3)[nH:10][c:11]2-[c:12]2[cH:13][cH:14][cH:15][cH:16][cH:17]2)[cH:2][cH:3][cH:4][cH:5][cH:6]1>>[c:1]1(-[c:7]2[n:8][c:9]([S:18][CH2:19][CH2:20][CH2:21][CH2:22][CH2:23][N:24]([c:25]3[cH:26][cH:27][cH:28][cH:29][cH:30]3)[C:40]([NH:39][CH2:31][CH2:32][CH2:33][CH2:34][CH2:35][CH2:36][CH2:37][CH3:38])=[O:41])[nH:10][c:11]2-[c:12]2[cH:13][cH:14][cH:15][cH:16][cH:17]2)[cH:2][cH:3][cH:4][cH:5][cH:6]1. Yields the product CCCCCCCCNC(=O)N(CCCCCSc1nc(-c2ccccc2)c(-c2ccccc2)[nH]1)c1ccccc1. The reactants are COC1=CC=C(C=C1)C1=CSC2=C1C=CC=C2 (3-p-Methoxyphenylbenzothiophene), CC=1C=C(C(=O)Cl)C=C(C1)C (3,5-dimethylbenzoyl chloride). The product is CC=1C=C(C(=O)C=2SC3=C(C2C2=CC=C(C=C2)OC)C=CC=C3)C=C(C1)C (2-(3',5'-dimethylbenzoyl)-3-p-methoxyphenylbenzothiophene). RXN SMILES: [CH3:1][O:2][C:3]1[CH:8]=[CH:7][C:6]([C:9]2[C:13]3[CH:14]=[CH:15][CH:16]=[CH:17][C:12]=3[S:11][CH:10]=2)=[CH:5][CH:4]=1.[CH3:18][C:19]1[CH:20]=[C:21]([CH:25]=[C:26]([CH3:28])[CH:27]=1)[C:22](Cl)=[O:23]>>[CH3:18][C:19]1[CH:20]=[C:21]([CH:25]=[C:26]([CH3:28])[CH:27]=1)[C:22]([C:10]1[S:11][C:12]2[CH:17]=[CH:16][CH:15]=[CH:14][C:13]=2[C:9]=1[C:6]1[CH:7]=[CH:8][C:3]([O:2][CH3:1])=[CH:4][CH:5]=1)=[O:23]. Reported procedure: 3-p-Methoxyphenylbenzothiophene is acylated with 3,5-dimethylbenzoyl chloride as previously described to give 2-(3',5'-dimethylbenzoyl)-3-p-methoxyphenylbenzothiophene. Demethylation with pyridine hydrochloride followed by reaction of the hydroxy compound thus formed with diethylaminoethyl chloride as described above gives the title compound. Reactants: C(=O)(OC(C)(C)C)N1CCC(CC1)=O (1-BOC-4-piperidone), CN (methylamine), C(#N)[BH3-].[Na+] (sodium cyanoborohydride). The solvent is CO (methanol), CO (methanol), ClCCl (dichloromethane). Conditions: time 16 hour. Yields the product C(C)(C)(C)OC(=O)N1CCC(CC1)NC (4-methylamino-piperidine-1-carboxylic acid tert-butyl ester). The yield is 45.9%. As a reaction SMILES: [C:1]([N:8]1[CH2:13][CH2:12][C:11](=O)[CH2:10][CH2:9]1)([O:3][C:4]([CH3:7])([CH3:6])[CH3:5])=[O:2].CN.[C:17]([BH3-])#[N:18].[Na+]>CO.ClCCl>[C:4]([O:3][C:1]([N:8]1[CH2:13][CH2:12][CH:11]([NH:18][CH3:17])[CH2:10][CH2:9]1)=[O:2])([CH3:7])([CH3:6])[CH3:5] |f:2.3|. Procedure details: To a solution of 1-BOC-4-piperidone (3.5 g, 17.5 mmol) in methanol (10 mL) was added a solution of 2M methylamine in methanol (13 mL, 26 mmol). The reaction mixture was stirred for 16 hours and then sodium cyanoborohydride (1.1 g, 17.5 mmol) was added. After stirring for 2 hours the reaction mixture was then diluted with dichloromethane, washed with sodium bicarbonate solution, dried (MgSO4) and the solvent removed in vacuo. The residue was purified by flash chromatography using 10% methanol in ... Reactants: FC(C(=O)O)(F)F (trifluoroacetic acid), CN(C(OC(C)(C)C)=O)CC1=CN(C(=C1)C1=C(C=CC=C1)C)S(=O)(=O)C=1C=NC=CC1 (tert-butyl methyl{[5-(2-methylphenyl)-1-(pyridin-3-ylsulfonyl)-1H-pyrrol-3-yl]methyl}carbamate), ClCCl (dichloromethane), C(O)([O-])=O.[Na+] (sodium hydrogencarbonate). Conditions: time 2 hour. Product: Cl.Cl.CNCC1=CN(C(=C1)C1=C(C=CC=C1)C)S(=O)(=O)C=1C=NC=CC1 (N-methyl-1-[5-(2-methylphenyl)-1-(pyridin-3-ylsulfonyl)-1H-pyrrol-3-yl]methanamine dihydrochloride). As a reaction SMILES: [CH3:1][N:2]([CH2:10][C:11]1[CH:15]=[C:14]([C:16]2[CH:21]=[CH:20][CH:19]=[CH:18][C:17]=2[CH3:22])[N:13]([S:23]([C:26]2[CH:27]=[N:28][CH:29]=[CH:30][CH:31]=2)(=[O:25])=[O:24])[CH:12]=1)C(=O)OC(C)(C)C.FC(F)(F)C(O)=O.C(=O)([O-])O.[Na+].[Cl:44]CCl>>[ClH:44].[ClH:44].[CH3:1][NH:2][CH2:10][C:11]1[CH:15]=[C:14]([C:16]2[CH:21]=[CH:20][CH:19]=[CH:18][C:17]=2[CH3:22])[N:13]([S:23]([C:26]2[CH:27]=[N:28][CH:29]=[CH:30][CH:31]=2)(=[O:25])=[O:24])[CH:12]=1 |f:2.3,5.6.7|. Procedure: By a similar operation as in Example 26 and using tert-butyl methyl{[5-(2-methylphenyl)-1-(pyridin-3-ylsulfonyl)-1H-pyrrol-3-yl]methyl}carbamate (210 mg), the title compound was obtained as colorless crystals (yield 67 mg, 34%). More specifically, tert-butyl methyl{[5-(2-methylphenyl)-1-(pyridin-3-ylsulfonyl)-1H-pyrrol-3-yl]methyl}carbamate (210 mg) was dissolved in dichloromethane (2 mL), trifluoroacetic acid (1 mL) was added at 0° C., and the mixture was stirred at room temperature for 2 hr. T...